This data is from the Open Reaction Database (ORD), a public repository of structured organic reaction records. The task is: describe an organic reaction: reactants, conditions, products, and yield Starting materials: ClC=1C=C(C(=C(C=O)C1)O)OC (5-chloro-2-hydroxy-3-methoxy-benzaldehyde), B(Br)(Br)Br (BBr3). Solvent: C(Cl)Cl (CH2Cl2), C(Cl)Cl (CH2Cl2), C(Cl)Cl (CH2Cl2). Reaction conditions: time 8 hour. The product is ClC=1C=C(C(=C(C=O)C1)O)O (5-Chloro-2,3-dihydroxy-benzaldehyde). The yield is 96.0%. As a reaction SMILES: [Cl:1][C:2]1[CH:3]=[C:4]([O:11]C)[C:5]([OH:10])=[C:6]([CH:9]=1)[CH:7]=[O:8].B(Br)(Br)Br>C(Cl)Cl>[Cl:1][C:2]1[CH:3]=[C:4]([OH:11])[C:5]([OH:10])=[C:6]([CH:9]=1)[CH:7]=[O:8]. Procedure details: To a solution of 5-chloro-2-hydroxy-3-methoxy-benzaldehyde (7 g, 37.5 mmol) in anhydrous CH2Cl2 (200 mL) at 0° C. was added a solution of BBr3 in CH2Cl2 (1 M, 93.7 mL, 93.7 mmol) and the reaction mixture was stirred overnight at room temperature. The solution was diluted with CH2Cl2 (200 mL), washed with water, brine, dried over Na2SO4, filtered and concentrated under reduced pressure generating the title compound (6.2 g, 36.0 mmol, 96%) as a light yellow solid. 1H NMR (400 MHz, CHLOROFORM-d) δ ...